Dataset: the Open Reaction Database (ORD), a public repository of structured organic reaction records. Task: describe an organic reaction: reactants, conditions, products, and yield Reaction SMILES: [NH:1]1[C:9]2[C:4](=[CH:5][C:6]([C:10]([OH:12])=O)=[CH:7][CH:8]=2)[CH:3]=[CH:2]1.C(N1C=CN=C1)(N1C=CN=C1)=O.[NH2:25][CH:26]1[CH:31]2[CH2:32][CH2:33][N:28]([CH2:29][CH2:30]2)[CH2:27]1>O1CCCC1>[N:28]12[CH2:33][CH2:32][CH:31]([CH2:30][CH2:29]1)[CH:26]([NH:25][C:10]([C:6]1[CH:5]=[C:4]3[C:9](=[CH:8][CH:7]=1)[NH:1][CH:2]=[CH:3]3)=[O:12])[CH2:27]2. The reactants are N1C=CC2=CC(=CC=C12)C(=O)O (indole-5-carboxylic acid), C(=O)(N1C=NC=C1)N1C=NC=C1 (1,1'-carbonyldiimidazole), NC1CN2CCC1CC2 (3-aminoquinuclidine). The solvent is O1CCCC1 (Tetrahydrofuran). The yield is 46.8%. The product is N12CC(C(CC1)CC2)NC(=O)C=2C=C1C=CNC1=CC2 (N-(1-Azabicyclo[2.2.2]oct-3-yl)-1H-indole-5-carboxamide). Reported procedure: Tetrahydrofuran (50 ml) was added to a mixture of indole-5-carboxylic acid (2.42 g, 0.016 mole) and 1,1'-carbonyldiimidazole (2.43 g, 0.015 mole). The mixture was stirred for 1 hr while nitrogen was bubbled through the solution to remove the carbon dioxide that was evolved. Then 3-aminoquinuclidine (1.89 g, 0.015 mole) was added in one portion, and the mixture was stirred for 60 hr at room temperature. The solid product was collected by filtration to yield 3.75 g (86.8%). Recrystallization from ... Conditions: time 1 hour.